From a dataset of the Open Reaction Database (ORD), a public repository of structured organic reaction records. describe an organic reaction: reactants, conditions, products, and yield Reactants: C(C)OC(=O)N1N=C2C(=C1NC(C1=C(C=C(C=C1)N1CCN(CC1)C)[N+](=O)[O-])=O)CN(C2(C)C)S(=O)(=O)C2=CC(=CC(=C2)F)F (5-(3,5-difluoro-benzenesulfonyl)-6,6-dimethyl-3-[4-(4-methyl-piperazin-1 yl)-2-nitro-benzoylamino]-5,6-dihydro-4H-pyrrolo[3,4-c]pyrazole-2-carboxylic acid ethyl ester), C1=CCCCC1 (cyclohexene), Cl (HCl). The reagents and catalysts are [Pd] (Pd—C). Solvent: O1CCCC1.O.C(C)O (tetrahydrofuran water ethanol). Conditions: temperature 70 celsius, time 3 hour. Product: Cl.Cl.C(C)OC(=O)N1N=C2C(=C1NC(C1=C(C=C(C=C1)N1CCN(CC1)C)N)=O)CN(C2(C)C)S(=O)(=O)C2=CC(=CC(=C2)F)F (3-[2-amino-4-(4-methyl-piperazin-1-yl)-benzoylamino]-5-(3,5-difluoro-benzenesulfonyl)-6,6-dimethyl-5,6-dihydro-4H-pyrrolo[3,4-c]pyrazole-2-carboxylic acid ethyl ester dihydrochloride). Yield: 93.0%. Reaction SMILES: [CH2:1]([O:3][C:4]([N:6]1[C:10]([NH:11][C:12](=[O:29])[C:13]2[CH:18]=[CH:17][C:16]([N:19]3[CH2:24][CH2:23][N:22]([CH3:25])[CH2:21][CH2:20]3)=[CH:15][C:14]=2[N+:26]([O-])=O)=[C:9]2[CH2:30][N:31]([S:35]([C:38]3[CH:43]=[C:42]([F:44])[CH:41]=[C:40]([F:45])[CH:39]=3)(=[O:37])=[O:36])[C:32]([CH3:34])([CH3:33])[C:8]2=[N:7]1)=[O:5])[CH3:2].C1CCCCC=1.[ClH:52]>O1CCCC1.O.C(O)C.[Pd]>[ClH:52].[ClH:52].[CH2:1]([O:3][C:4]([N:6]1[C:10]([NH:11][C:12](=[O:29])[C:13]2[CH:18]=[CH:17][C:16]([N:19]3[CH2:24][CH2:23][N:22]([CH3:25])[CH2:21][CH2:20]3)=[CH:15][C:14]=2[NH2:26])=[C:9]2[CH2:30][N:31]([S:35]([C:38]3[CH:43]=[C:42]([F:44])[CH:41]=[C:40]([F:45])[CH:39]=3)(=[O:37])=[O:36])[C:32]([CH3:34])([CH3:33])[C:8]2=[N:7]1)=[O:5])[CH3:2] |f:3.4.5,7.8.9|. Procedure details: A suspension of 5-(3,5-difluoro-benzenesulfonyl)-6,6-dimethyl-3-[4-(4-methyl-piperazin-1 yl)-2-nitro-benzoylamino]-5,6-dihydro-4H-pyrrolo[3,4-c]pyrazole-2-carboxylic acid ethyl ester (1.50 g, 2.3 mmol), cyclohexene (15 eq., 20 mL), 2N HCl (13 eq., 15 mL), in tetrahydrofuran-water-ethanol (2:1.5:1.5, 50 mL) was treated with 10% Pd—C (0.55 g). The reaction mixture was stirred at 70° C. for 3 hours, and then filtered on decalite. The filtering pad was washed thoroughly with tetrahydrofuran and etha... Reactants: FC(C(=O)O)(F)F (Trifluoroacetic acid), C(C)(C)(C)I (tert-butyl iodide), II (iodine), ClC=1C=C2C(=CC=NC2=CC1Cl)C (6,7-dichloro-4-methylquinoline), C(O)([O-])=O.[Na+] (sodium hydrogencarbonate), S(=S)(=O)([O-])[O-].[Na+].[Na+] (sodium thiosulfate). Reagents/catalysts: O.O.O.O.[Fe](Cl)Cl (iron(II) chloride tetrahydrate). The solvent is C(C)(=O)OCC (ethyl acetate), CS(=O)C (dimethylsulfoxide). Product: ClC=1C=C2C(=CC=NC2=CC1Cl)C=O (6,7-Dichloro-4-formylquinoline). Isolated yield 99.0%. Reaction SMILES: F[C:2](F)(F)[C:3]([OH:5])=O.C(I)(C)(C)C.II.[Cl:15][C:16]1[CH:17]=[C:18]2[C:23](=[CH:24][C:25]=1[Cl:26])[N:22]=[CH:21][CH:20]=C2C.S([O-])([O-])(=O)=S.[Na+].[Na+].C(=O)([O-])O.[Na+]>CS(C)=O.O.O.O.O.[Fe](Cl)Cl.C(OCC)(=O)C>[Cl:15][C:16]1[CH:17]=[C:18]2[C:23](=[CH:24][C:25]=1[Cl:26])[N:22]=[CH:21][CH:20]=[C:2]2[CH:3]=[O:5] |f:4.5.6,7.8,10.11.12.13.14|. Procedure: Trifluoroacetic acid (360 μL, 4.7 mmol), tert-butyl iodide (450 μL, 3.8 mmol), iodine (990 mg, 3.9 mmol) and iron(II) chloride tetrahydrate (170 mg, 0.85 mmol) were added sequentially to a solution of 6,7-dichloro-4-methylquinoline (Reference compound No. 1-2, 790 mg, 3.7 mmol) in dimethylsulfoxide (18 mL) at room temperature, and the mixture was stirred at 80° C. for 7 hours. Then saturated sodium thiosulfate aqueous solution (100 mL) was added, and then ethyl acetate (300 mL) and saturated aqu...